From a dataset of the Open Reaction Database (ORD), a public repository of structured organic reaction records. describe an organic reaction: reactants, conditions, products, and yield Starting materials: CCCC[N+](CCCC)(CCCC)CCCC, CCOC(C)=O, [F-], C1CCOC1, CCCC(=O)Nc1nn(COCC[Si](C)(C)C)c2cc(-c3ccc(OCc4ccccc4)cc3)c(-c3ccccc3)cc12. Yields the product CCCC(=O)Nc1n[nH]c2cc(-c3ccc(OCc4ccccc4)cc3)c(-c3ccccc3)cc12. As a reaction SMILES: [CH3:2][CH2:3][CH2:4][CH2:5][N+:6]([CH2:7][CH2:8][CH2:9][CH3:10])([CH2:11][CH2:12][CH2:13][CH3:14])[CH2:15][CH2:16][CH2:17][CH3:18].[CH3:62][CH2:63][O:64][C:65](=[O:66])[CH3:67].[F-:1].[O:68]1[CH2:69][CH2:70][CH2:71][CH2:72]1.[c:19]1([CH2:25][O:26][c:27]2[cH:28][cH:29][c:30](-[c:33]3[c:34](-[c:56]4[cH:57][cH:58][cH:59][cH:60][cH:61]4)[cH:35][c:36]4[c:37]([NH:50][C:51]([CH2:52][CH2:53][CH3:54])=[O:55])[n:38][n:39]([CH2:42][O:43][CH2:44][CH2:45][Si:46]([CH3:47])([CH3:48])[CH3:49])[c:40]4[cH:41]3)[cH:31][cH:32]2)[cH:20][cH:21][cH:22][cH:23][cH:24]1>>[c:19]1([CH2:25][O:26][c:27]2[cH:28][cH:29][c:30](-[c:33]3[c:34](-[c:56]4[cH:57][cH:58][cH:59][cH:60][cH:61]4)[cH:35][c:36]4[c:37]([NH:50][C:51]([CH2:52][CH2:53][CH3:54])=[O:55])[n:38][nH:39][c:40]4[cH:41]3)[cH:31][cH:32]2)[cH:20][cH:21][cH:22][cH:23][cH:24]1.